Dataset: the Open Reaction Database (ORD), a public repository of structured organic reaction records. Task: describe an organic reaction: reactants, conditions, products, and yield The reactants are N#Cc1cccc(N=C=O)c1, NCCCN1Cc2ccccc2CC1Cc1ccc(F)cc1. Product: N#Cc1cccc(NC(=O)NCCCN2Cc3ccccc3CC2Cc2ccc(F)cc2)c1. Reaction SMILES: [C:23](#[N:24])[c:25]1[cH:26][c:27]([N:31]=[C:32]=[O:33])[cH:28][cH:29][cH:30]1.[F:1][c:2]1[cH:3][cH:4][c:5]([CH2:6][CH:7]2[N:8]([CH2:17][CH2:18][CH2:19][NH2:20])[CH2:9][c:10]3[cH:11][cH:12][cH:13][cH:14][c:15]3[CH2:16]2)[cH:21][cH:22]1>>[F:1][c:2]1[cH:3][cH:4][c:5]([CH2:6][CH:7]2[N:8]([CH2:17][CH2:18][CH2:19][NH:20][C:32]([NH:31][c:27]3[cH:26][c:25]([C:23]#[N:24])[cH:30][cH:29][cH:28]3)=[O:33])[CH2:9][c:10]3[cH:11][cH:12][cH:13][cH:14][c:15]3[CH2:16]2)[cH:21][cH:22]1. Reactants: ClC1=C(C=CC(=C1)Cl)NN=C1C(CCC1)=O (2-(2-(2,4-dichlorophenyl)hydrazono)cyclopentanone), C(=O)(O)[O-].[Na+] (NaHCO3). Run in CC#N (MeCN), OS(=O)(=O)O (H2SO4). Conditions: temperature 80 celsius, time 16 hour. Product: ClC1=CC(=CC=2C3=C(NC12)C(CC3)=O)Cl (5,7-dichloro-1,2-dihydrocyclopenta[b]indol-3(4H)-one). Reaction SMILES: [Cl:1][C:2]1[CH:7]=[C:6]([Cl:8])[CH:5]=[CH:4][C:3]=1[NH:9]N=C1CCCC1=O.[C:17]([O-:20])(O)=O.[Na+]>CC#N.OS(O)(=O)=O>[Cl:1][C:2]1[C:3]2[NH:9][C:3]3[C:17](=[O:20])[CH2:6][CH2:7][C:2]=3[C:4]=2[CH:5]=[C:6]([Cl:8])[CH:7]=1 |f:1.2|. Reported procedure: To a solution of 2-(2-(2,4-dichlorophenyl)hydrazono)cyclopentanone (2.2 g, 8.59 mmol) in MeCN (10 mL), H2SO4 (1.4 mL, 1.8M solution) was added and the mixture stirred at 80° C. for 16 h. The reaction mixture was cooled to room temperature, basified with saturated NaHCO3 and extracted with EtOAc (3×30 mL). The combined organic extracts were dried over Na2SO4 and concentrated in vacuo to give the crude title compound as an off-white solid (800 mg) which was used in the next step without purificati...